This data is from the Open Reaction Database (ORD), a public repository of structured organic reaction records. The task is: describe an organic reaction: reactants, conditions, products, and yield Reaction SMILES: [CH3:25][C:26](=[O:27])[O:28][C:29](=[O:30])[CH3:31].[CH:22](=[CH2:23])[Mg+:24].[Cl-:21].[O:32]1[CH2:33][CH2:34][CH2:35][CH2:36]1.[c:1]1([S:7](=[O:8])(=[O:9])[n:10]2[c:11]([CH:19]=[O:20])[cH:12][c:13]3[cH:14][cH:15][cH:16][cH:17][c:18]23)[cH:2][cH:3][cH:4][cH:5][cH:6]1>>[c:1]1([S:7](=[O:8])(=[O:9])[n:10]2[c:11]([CH:19]([O:20][C:26]([CH3:25])=[O:27])[CH:22]=[CH2:23])[cH:12][c:13]3[cH:14][cH:15][cH:16][cH:17][c:18]23)[cH:2][cH:3][cH:4][cH:5][cH:6]1. Starting materials: CC(=O)OC(C)=O, C=C[Mg+], [Cl-], C1CCOC1, O=Cc1cc2ccccc2n1S(=O)(=O)c1ccccc1. The product is C=CC(OC(C)=O)c1cc2ccccc2n1S(=O)(=O)c1ccccc1. Starting materials: C(CCCO)O (1,4-butanediol), C(Cl)C1CO1 (epichlorohydrin). Reagents/catalysts: [Sn](F)F (tin difluoride). The solvent is C=1(C(=CC=CC1)C)C (xylene). Conditions: temperature 130 celsius, time 3 hour. Yields the product C(C1CO1)OCCCCOCC1CO1 (1,4-butanediol diglycidyl ether). Isolated yield 84.8%. As a reaction SMILES: [CH2:1]([OH:6])[CH2:2][CH2:3][CH2:4][OH:5].[CH2:7]([CH:9]1[O:11][CH2:10]1)Cl>[Sn](F)F.C1(C)C(C)=CC=CC=1>[CH2:7]([O:5][CH2:4][CH2:3][CH2:2][CH2:1][O:6][CH2:7][CH:9]1[O:11][CH2:10]1)[CH:9]1[O:11][CH2:10]1. Reported procedure: A reactor equipped with stirrer, reflux condenser, dropping funnel and thermometer is charged with 180.24 g (2.0 mol) of 1,4-butanediol and 6.27 g (0.04 mol) of tin difluoride and the charge is heated to 130° C. Then, with efficient stirring, 388.6 g (4.20 mol) of epichlorohydrin are added over 2 hours at a temperature of 130°-140° C., the reaction being initially exothermic. After 3 hours at this temperature, the reaction mixture is cooled to 50° C. and to the turbid solution are added 350 ml o... The reactants are C1CCOC1, C[Mg+], CCOCC, O=Cc1cccc(C=Cc2ccc3ccc(Cl)cc3n2)c1, [I-]. The product is CC(O)c1cccc(C=Cc2ccc3ccc(Cl)cc3n2)c1. Reaction SMILES: [CH2:25]1[O:26][CH2:27][CH2:28][CH2:29]1.[CH3:23][Mg+:24].[CH3:30][CH2:31][O:32][CH2:33][CH3:34].[Cl:1][c:2]1[cH:3][cH:4][c:5]2[cH:6][cH:7][c:8]([CH:12]=[CH:13][c:14]3[cH:15][c:16]([CH:17]=[O:18])[cH:19][cH:20][cH:21]3)[n:9][c:10]2[cH:11]1.[I-:22]>>[Cl:1][c:2]1[cH:3][cH:4][c:5]2[cH:6][cH:7][c:8]([CH:12]=[CH:13][c:14]3[cH:15][c:16]([CH:17]([OH:18])[CH3:23])[cH:19][cH:20][cH:21]3)[n:9][c:10]2[cH:11]1. The reactants are C(C1=CC=CC=C1)(C1=CC=CC=C1)(C1=CC=CC=C1)N1N=CC(=C1)C1=NN=C(S1)O[C@H]1C2CN3CC(CC1C3)C2 ((4s)-4-[5-(1-Trityl-1H-pyrazol-4-yl)-1,3,4-thiadiazol-2-yloxy]-1-azatricyclo[3.3.1.13,7]decane), C1(=CC=C(C=C1)S(=O)(=O)O)C.C1(=CC=C(C=C1)S(=O)(=O)O)C.N1N=CC(=C1)C1=CN=C(S1)O[C@H]1C2CN3CC(CC1C3)C2 ((4s)-4-[5-(Pyrazol-4-yl)thiazol-2-yloxy]-1-azatricyclo[3.3.1.13,7]decane bis(p-toluenesulfonate)), N (NH3). Product: C1(=CC=C(C=C1)S(=O)(=O)O)C.C1(=CC=C(C=C1)S(=O)(=O)O)C.N1N=CC(=C1)C1=NN=C(S1)O[C@H]1C2CN3CC(CC1C3)C2 ((4s)-4-[5-(Pyrazol-4-yl)-1,3,4-thiadiazol-2-yloxy]-1-azatricyclo[3.3.1.13,7]decane bis p-toluenesulfonate). Reaction SMILES: C([N:20]1[CH:24]=[C:23]([C:25]2[S:29][C:28]([O:30][C@@H:31]3[CH:38]4[CH2:39][N:34]5[CH2:35][CH:36]([CH2:40][CH:32]3[CH2:33]5)[CH2:37]4)=[N:27][N:26]=2)[CH:22]=[N:21]1)(C1C=CC=CC=1)(C1C=CC=CC=1)C1C=CC=CC=1.[C:41]1([CH3:51])[CH:46]=[CH:45][C:44]([S:47]([OH:50])(=[O:49])=[O:48])=[CH:43][CH:42]=1.[C:52]1([CH3:62])[CH:57]=[CH:56][C:55]([S:58]([OH:61])(=[O:60])=[O:59])=[CH:54][CH:53]=1.N1C=C(C2SC(O[C@@H]3C4CN5CC(CC3C5)C4)=NC=2)C=N1.N>>[C:41]1([CH3:51])[CH:42]=[CH:43][C:44]([S:47]([OH:50])(=[O:48])=[O:49])=[CH:45][CH:46]=1.[C:52]1([CH3:62])[CH:53]=[CH:54][C:55]([S:58]([OH:61])(=[O:59])=[O:60])=[CH:56][CH:57]=1.[NH:21]1[CH:22]=[C:23]([C:25]2[S:29][C:28]([O:30][C@@H:31]3[CH:32]4[CH2:33][N:34]5[CH2:35][CH:36]([CH2:37][CH:38]3[CH2:39]5)[CH2:40]4)=[N:27][N:26]=2)[CH:24]=[N:20]1 |f:1.2.3,5.6.7|. Procedure: The free base of the title compound was prepared from the product of Example 54A (100 mg, 0.18 mmol) according to Method L, and then converted to the p-toluenesulfonate salt using the procedure of Method H: 1H NMR (300 MHz, methanol-D4) δ ppm 1.99 (d, J=13.6 Hz, 2H), 2.21 (s, 1H), 2.32 (s, 2H), 2.36 (s, 3H), 2.73 (s, 2H), 3.52-3.81 (m, 6H), 5.52 (s, 1H), 7.23 (d, J=8.1 Hz, 2H), 7.71 (d, J=8.1 Hz, 2H), 8.09 (br. s, 2H), MS (DCI/NH3) m/z=304 (M+H)+. Anal. Calcd. for C14H17N5OS.C7H8O3S: C, 53.03; H... Starting materials: FC1=C(C=CC=C1)C=1C2=C(N=C(N1)S(=O)(=O)C)N(C(C=C2)=O)C(C)C (4-(2-fluoro-phenyl)-8-isopropyl-2-methanesulfonyl-8H-pyrido[2,3-d]pyrimidin-7-one), NC(CO)CO (serinol). The product is FC1=C(C=CC=C1)C=1C2=C(N=C(N1)NC(CO)CO)N(C(C=C2)=O)C(C)C (4-(2-fluoro-phenyl)-2-(2-hydroxy-1-hydroxymethyl-ethylamino)-8-isopropyl-8H-pyrido[2,3-d]pyrimidin-7-one). RXN SMILES: [F:1][C:2]1[CH:7]=[CH:6][CH:5]=[CH:4][C:3]=1[C:8]1[C:9]2[CH:21]=[CH:20][C:19](=[O:22])[N:18]([CH:23]([CH3:25])[CH3:24])[C:10]=2[N:11]=[C:12](S(C)(=O)=O)[N:13]=1.[NH2:26][CH:27]([CH2:30][OH:31])[CH2:28][OH:29]>>[F:1][C:2]1[CH:7]=[CH:6][CH:5]=[CH:4][C:3]=1[C:8]1[C:9]2[CH:21]=[CH:20][C:19](=[O:22])[N:18]([CH:23]([CH3:25])[CH3:24])[C:10]=2[N:11]=[C:12]([NH:26][CH:27]([CH2:30][OH:31])[CH2:28][OH:29])[N:13]=1. Procedure: The product of Example 52, and serinol were reacted by the procedure of Example 60 to afford the title compound 4-(2-fluoro-phenyl)-2-(2-hydroxy-1-hydroxymethyl-ethylamino)-8-isopropyl-8H-pyrido[2,3-d]pyrimidin-7-one. 1H-NMR: δ 1.54 (m, 6H), 3.80 (m, 4H), 4.11 (m, 1H), 5.75 (m, 1H), 6.19 (d, 1H, J=9.8), 6.38 (br s, 1H), 7.01-7.21 (m, 2H), 7.30-7.49 (m, 3H). LC MS (m/e)=373 (MH+). Starting materials: CC1C(=NNC(S1)=O)C=1C=C2CC(NC2=CC1)=O (5-(3,6-dihydro-6-methyl-2-oxo-2H-1,3,4-thiadiazin-5-yl)-1,3-dihydro-2H-indol-2-one), OC1=C(C=O)C=CC=C1 (2-hydroxy benzaldehyde). Yields the product CC1C(=NNC(S1)=O)C=1C=C2C(C(NC2=CC1)=O)=CC1=C(C=CC=C1)O (1,3-Dihydro-5-(3,6-dihydro-6-methyl-2-oxo-2H-1,3,4-thiadiazin-5-yl)-3-[(2-hydroxyphenyl)methylene]-2H -indol-2-one). Isolated yield 62.0%. As a reaction SMILES: [CH3:1][CH:2]1[S:7][C:6](=[O:8])[NH:5][N:4]=[C:3]1[C:9]1[CH:10]=[C:11]2[C:15](=[CH:16][CH:17]=1)[NH:14][C:13](=[O:18])[CH2:12]2.[OH:19][C:20]1[CH:27]=[CH:26][CH:25]=[CH:24][C:21]=1[CH:22]=O>>[CH3:1][CH:2]1[S:7][C:6](=[O:8])[NH:5][N:4]=[C:3]1[C:9]1[CH:10]=[C:11]2[C:15](=[CH:16][CH:17]=1)[NH:14][C:13](=[O:18])[C:12]2=[CH:22][C:21]1[CH:24]=[CH:25][CH:26]=[CH:27][C:20]=1[OH:19]. Reported procedure: Starting from 5-(3,6-dihydro-6-methyl-2-oxo-2H-1,3,4-thiadiazin-5-yl)-1,3-dihydro-2H-indol-2-one and 2-hydroxy benzaldehyde and following the method described in Example 10, the desired compound was obtained. The reactants are P(Br)(Br)Br (Phosphorus tribromide), CSC1=C(CO)C=CC=C1 (2-methylthiobenzyl alcohol), oil, [C-]#N.[Na+] (sodium cyanide). Run in C1(=CC=CC=C1)C (toluene), C1(=CC=CC=C1)C (toluene), O (water), O (water), C(C)O (ethanol). Conditions: temperature 40 celsius, time 1 hour. Yields the product CSC1=C(C=CC=C1)CC#N (2-methylthiophenylacetonitrile). RXN SMILES: P(Br)(Br)Br.[CH3:5][S:6][C:7]1[CH:14]=[CH:13][CH:12]=[CH:11][C:8]=1[CH2:9]O.[C-:15]#[N:16].[Na+]>C1(C)C=CC=CC=1.O.C(O)C>[CH3:5][S:6][C:7]1[CH:14]=[CH:13][CH:12]=[CH:11][C:8]=1[CH2:9][C:15]#[N:16] |f:2.3|. Procedure: Phosphorus tribromide (75 g) in toluene (50 ml) was added to a stirred mixture of 2-methylthiobenzyl alcohol (42.5 g) in toluene (25 ml) over 10 minutes at 5° C. The mixture was then stirred at 40° C. for 1 hour, water (100 ml) was added and stirring continued at ambient temperature for 1 hour. The organic layer was separated and the aqueous layer extracted with ethyl acetate. The combined organic layers yielded an oil. The oil (58.6 g) was dissolved in a 1:2 mixture of water and ethanol and sod...